This data is from the Open Reaction Database (ORD), a public repository of structured organic reaction records. The task is: describe an organic reaction: reactants, conditions, products, and yield Starting materials: FC=1C(=C(C=CC1)C(CC(C(=O)OCC)(C(F)(F)F)O)=C)OC (ethyl 4-(3-fluoro-2-methoxyphenyl)-2-hydroxy-2-(trifluoromethyl)pent-4-enoate), [H][H] (hydrogen). Reagents/catalysts: [Pd] (palladium on carbon). The solvent is CO (methanol), C(C)(=O)O (acetic acid). Yields the product FC=1C(=C(C=CC1)C(CC(C(=O)OCC)(C(F)(F)F)O)C)OC (ethyl 4-(3-fluoro-2-methoxyphenyl)-2-hydroxy-2-(trifluoromethyl)pentanoate). Yield: 95.9%. As a reaction SMILES: [F:1][C:2]1[C:3]([O:22][CH3:23])=[C:4]([C:8](=[CH2:21])[CH2:9][C:10]([OH:20])([C:16]([F:19])([F:18])[F:17])[C:11]([O:13][CH2:14][CH3:15])=[O:12])[CH:5]=[CH:6][CH:7]=1.[H][H]>CO.C(O)(=O)C.[Pd]>[F:1][C:2]1[C:3]([O:22][CH3:23])=[C:4]([CH:8]([CH3:21])[CH2:9][C:10]([OH:20])([C:16]([F:19])([F:18])[F:17])[C:11]([O:13][CH2:14][CH3:15])=[O:12])[CH:5]=[CH:6][CH:7]=1. Reported procedure: 1.56 g (5.7 mmol) of 1,1′-bi-2-naphthol are admixed with 5.7 ml (2.85 mmol) of a 0.5 M titanium tetraisopropoxide solution in toluene and the red solution is stirred for 2 hours at room temperature. 9.5 g (57.2 mmol) of 2-fluoro-6-(1-methyleneethyl)anisole and 12.5 ml (95 mmol) of ethyl trifluoropyruvate are added and the mixture is heated at 140° C. for 18 hours. After cooling it is immediately purified by column chromatography on silica gel (hexane/ethyl acetate 0-5%) to give 8.9 g of ethyl 4-...